From a dataset of the Open Reaction Database (ORD), a public repository of structured organic reaction records. describe an organic reaction: reactants, conditions, products, and yield The reactants are CC(C)(C)C1=C(C(=CC(=C1)S)C(C)(C)C)O (2,6-bis(1,1-dimethylethyl)-4-mercaptophenol), [OH-].[Na+] (sodium hydroxide), BrC(C)C (2-bromopropane), [OH-].[Na+] (sodium hydroxide). Solvent: CC(=O)C (acetone). Reaction conditions: time 2 hour. Product: CC(C)(C)C1=C(C(=CC(=C1)SC(C)C)C(C)(C)C)O (2,6-bis(1,1-dimethylethyl)-4-[(1-methylethyl)thio]phenol). RXN SMILES: [CH3:1][C:2]([C:5]1[CH:10]=[C:9]([SH:11])[CH:8]=[C:7]([C:12]([CH3:15])([CH3:14])[CH3:13])[C:6]=1[OH:16])([CH3:4])[CH3:3].[OH-].[Na+].Br[CH:20]([CH3:22])[CH3:21]>CC(C)=O>[CH3:13][C:12]([C:7]1[CH:8]=[C:9]([S:11][CH:20]([CH3:22])[CH3:21])[CH:10]=[C:5]([C:2]([CH3:1])([CH3:3])[CH3:4])[C:6]=1[OH:16])([CH3:15])[CH3:14] |f:1.2|. Reported procedure: To a solution of 2,6-bis(1,1-dimethylethyl)-4-mercaptophenol (2.0 g, 8.4 mmole) in acetone (20 ml) was added sodium hydroxide (0.71 g, 17.6 mmole). After the sodium hydroxide had reacted, 2-bromopropane (1.08 g, 8.8 mmole) was added, and the reaction mixture was stirred for two hours. The mixture was concentrated in vacuo to an oil that was dissolved in diethyl ether (50 ml), washed with water (30 ml in two portions), dried over sodium sulfate, filtered, and concentrated in vacuo to a solid. Chr...